From a dataset of the Open Reaction Database (ORD), a public repository of structured organic reaction records. describe an organic reaction: reactants, conditions, products, and yield Reactants: BrN1C(CCC1=O)=O (N-bromosuccinimide), C(C1=CC=CC=C1)C=1NC(=C(N1)CO)CO (2-benzyl-4,5-bis(hydroxymethyl) imidazole), COC(C)O (methoxyethanol). The solvent is O1CCOCC1 (dioxane). Product: C(C1=CC=CC=C1)C=1NC(=C(N1)Br)CO (2-benzyl-4-bromo-5-(hydroxymethyl) imidazole). RXN SMILES: [Br:1]N1C(=O)CCC1=O.[CH2:9]([C:16]1[NH:17][C:18]([CH2:23][OH:24])=[C:19](CO)[N:20]=1)[C:10]1[CH:15]=[CH:14][CH:13]=[CH:12][CH:11]=1.COC(O)C>O1CCOCC1>[CH2:9]([C:16]1[NH:17][C:18]([CH2:23][OH:24])=[C:19]([Br:1])[N:20]=1)[C:10]1[CH:15]=[CH:14][CH:13]=[CH:12][CH:11]=1. Procedure: 3.56 Grams (20 mmol) of the N-bromosuccinimide was added to a solution consisting of 4.86 g (20 mmol) of the 2-benzyl-4,5-bis(hydroxymethyl) imidazole, 80 mol of methoxyethanol and 30 ml of dioxane maintained at a temperature of 45° to 50° C. with stirring. The mixture was further reacted at the same temperature for 24 hours with stirring and, then, the solvent was distilled off under reduced pressure. The obtained reaction product was washed with water and was recrystallized from acetonitrile t... Reactants: CS(C)=O, Cc1ccnc2nc(Cl)[nH]c(=O)c12, Cl, OCCCCCc1ccccc1. Product: Cc1ccnc2nc(OCCCCCc3ccccc3)[nH]c(=O)c12. RXN SMILES: [CH3:27][S:28]([CH3:29])=[O:30].[Cl:2][c:3]1[nH:4][c:5](=[O:14])[c:6]2[c:7]([n:8]1)[n:9][cH:10][cH:11][c:12]2[CH3:13].[ClH:1].[c:15]1([CH2:21][CH2:22][CH2:23][CH2:24][CH2:25][OH:26])[cH:16][cH:17][cH:18][cH:19][cH:20]1>>[c:3]1([O:26][CH2:25][CH2:24][CH2:23][CH2:22][CH2:21][c:15]2[cH:16][cH:17][cH:18][cH:19][cH:20]2)[nH:4][c:5](=[O:14])[c:6]2[c:7]([n:8]1)[n:9][cH:10][cH:11][c:12]2[CH3:13]. Starting materials: N1CCCCC1 (piperidine), O(C1=CC=CC=C1)CC(=O)NC1[C@@H]2N(C(=C(CS2)OS(=O)(=O)C)C(=O)OCC2=CC=C(C=C2)[N+](=O)[O-])C1=O (p-nitrobenzyl 7-phenoxyacetamido-3-methylsulfonyloxy-3-cephem-4-carboxylate). Solvent: CN(C)C=O (DMF). Product: O(C1=CC=CC=C1)CC(=O)NC1[C@@H]2N(C(=C(CS2)N2CCCCC2)C(=O)OCC2=CC=C(C=C2)[N+](=O)[O-])C1=O (p-nitrobenzyl 7-phenoxyacetamido-3-piperidino-3-cephem-4-carboxylate). Reaction SMILES: [O:1]([CH2:8][C:9]([NH:11][CH:12]1[C:37](=[O:38])[N:14]2[C:15]([C:24]([O:26][CH2:27][C:28]3[CH:33]=[CH:32][C:31]([N+:34]([O-:36])=[O:35])=[CH:30][CH:29]=3)=[O:25])=[C:16](OS(C)(=O)=O)[CH2:17][S:18][C@H:13]12)=[O:10])[C:2]1[CH:7]=[CH:6][CH:5]=[CH:4][CH:3]=1.[NH:39]1[CH2:44][CH2:43][CH2:42][CH2:41][CH2:40]1>CN(C=O)C>[O:1]([CH2:8][C:9]([NH:11][CH:12]1[C:37](=[O:38])[N:14]2[C:15]([C:24]([O:26][CH2:27][C:28]3[CH:33]=[CH:32][C:31]([N+:34]([O-:36])=[O:35])=[CH:30][CH:29]=3)=[O:25])=[C:16]([N:39]3[CH2:44][CH2:43][CH2:42][CH2:41][CH2:40]3)[CH2:17][S:18][C@H:13]12)=[O:10])[C:2]1[CH:7]=[CH:6][CH:5]=[CH:4][CH:3]=1. Reported procedure: In a further example, p-nitrobenzyl 7-phenoxyacetamido-3-methylsulfonyloxy-3-cephem-4-carboxylate is reacted in DMF at 0° C. with 2-molar equivalents of piperidine to provide after isolation, p-nitrobenzyl 7-phenoxyacetamido-3-piperidino-3-cephem-4-carboxylate. Starting materials: COc1ccc(CN)cc1, COC(=O)c1c(I)cccc1CBr, CCOC(C)=O, Cc1ccccc1, CCCCCC, [K+], [K+], O=C([O-])[O-]. Product: COc1ccc(CN2Cc3cccc(I)c3C2=O)cc1. Reaction SMILES: [CH3:14][O:15][c:16]1[cH:17][cH:18][c:19]([CH2:20][NH2:21])[cH:22][cH:23]1.[CH3:1][O:2][C:3]([c:4]1[c:5]([CH2:11][Br:12])[cH:6][cH:7][cH:8][c:9]1[I:10])=[O:13].[CH3:30][CH2:31][O:32][C:33](=[O:34])[CH3:35].[CH3:36][c:37]1[cH:38][cH:39][cH:40][cH:41][cH:42]1.[CH3:43][CH2:44][CH2:45][CH2:46][CH2:47][CH3:48].[K+:24].[K+:25].[O-:26][C:27]([O-:28])=[O:29]>>[C:3]1(=[O:13])[c:4]2[c:5]([cH:6][cH:7][cH:8][c:9]2[I:10])[CH2:11][N:21]1[CH2:20][c:19]1[cH:18][cH:17][c:16]([O:15][CH3:14])[cH:23][cH:22]1. Reactants: C(C)(C)(C)OC(=O)N(C[C@@H]([C@H]([C@@H](C(CO)=O)O)O)O)C (N-tert.-butoxycarbonyl-6-methylamino-6-desoxy-L-sorbose), Cl (hydrochloride). The product is Cl.CNC[C@@H]([C@H]([C@@H](C(CO)=O)O)O)O (6-Methylamino-6-desoxy-L-sorbose hydrochloride). RXN SMILES: C(O[C:6]([N:8](C)[CH2:9][C@H:10]([OH:19])[C@@H:11]([OH:18])[C@H:12]([OH:17])[C:13](=[O:16])[CH2:14][OH:15])=O)(C)(C)C.[ClH:21]>>[ClH:21].[CH3:6][NH:8][CH2:9][C@H:10]([OH:19])[C@@H:11]([OH:18])[C@H:12]([OH:17])[C:13](=[O:16])[CH2:14][OH:15] |f:2.3|. Procedure details: 8 g (0.027 mole) of N-tert.-butoxycarbonyl-6-methylamino-6-desoxy-L-sorbose were deblocked hydrolytically in a manner analogous to that in Example 9. 5 g of the syrupy hydrochloride, which was immediately further processed because of its readiness to decompose, were obtained.